This data is from the Open Reaction Database (ORD), a public repository of structured organic reaction records. The task is: describe an organic reaction: reactants, conditions, products, and yield Reactants: FC=1C=NC(=NC1)NC=1C(=NC=CC1N)C (N-(5-fluoropyrimidin-2-yl)-2-methylpyridine-3,4-diamine), CC(=O)O (HOAc), N(=O)OC(C)(C)C (t-butyl nitrite). Solvent: C1CCOC1 (THF). Conditions: temperature 100 celsius. The product is FC=1C=NC(=NC1)N1C=NC=2C(=NC=CC21)C (1-(5-Fluoropyrimidin-2-yl)-4-methyl-1H-imidazo[4,5-c]pyridine). Yield: 76.5%. As a reaction SMILES: [F:1][C:2]1[CH:3]=[N:4][C:5]([NH:8][C:9]2[C:10](C)=[N:11][CH:12]=[CH:13][C:14]=2N)=[N:6][CH:7]=1.[CH3:17][C:18](O)=O.[N:21](OC(C)(C)C)=O>C1COCC1>[F:1][C:2]1[CH:7]=[N:6][C:5]([N:8]2[C:9]3[CH:14]=[CH:13][N:21]=[C:18]([CH3:17])[C:10]=3[N:11]=[CH:12]2)=[N:4][CH:3]=1. Reported procedure: A solution of N-(5-fluoropyrimidin-2-yl)-2-methylpyridine-3,4-diamine (0.50 g, 2.28 mmol) in THF (15 ml) and HOAc (0.14 ml, 2.51 mmol) was treated with t-butyl nitrite (0.45 ml, 3.42 mmol) and heated to 100° C. for 90 min. The reaction was concentrated, diluted with 1N NaHCO3, and extracted with DCM (50 mL×3). The organic layers were combined, dried (Na2SO4), and concentrated. Chromatography of the resulting residue (SiO2; EtOAc:Hex) gave the title compound (0.40 g, 77%). MS (ESI): mass calcd. f... Reactants: COC(=O)C1COC2=C(N1)C=CC=C2 (3(R,S)-Methoxycarbonyl-3,4-dihydro-2H-1,4-benzoxazine), C(CCC)NC([C@@H](C[C@@H]([C@H](CC(CC(=O)N1CC(CC2=CC=CC=C12)NC(=O)C)(C)C)NC(=O)OC(C)(C)C)O)C)=O (5(S)-tert-butoxycarbonylamino-4(S)-hydroxy-2(R),7,7-trimethyl-8-[3(R,S)-methylcarbonylamino-1,2,3,4-tetrahydroquinolin-1-ylcarbonyl]-octanoic acid (N-butyl)amide). Product: C(CCC)NC([C@@H](C[C@@H]([C@H](CC(CC(=O)N1C(COC2=C1C=CC=C2)C(=O)OC)(C)C)N)O)C)=O (5(S)-Amino-4(S)-hydroxy-2(R),7,7-trimethyl-8-[3(R,S)-methoxycarbonyl-3,4-dihydro-2H-1,4-benzoxazin-4-ylcarbonyl]-octanoic acid (N-butyl)amide). RXN SMILES: [CH3:1][O:2][C:3]([CH:5]1[NH:10][C:9]2[CH:11]=[CH:12][CH:13]=[CH:14][C:8]=2[O:7][CH2:6]1)=[O:4].[CH2:15]([NH:19][C:20](=[O:56])[C@H:21]([CH3:55])[CH2:22][C@H:23]([OH:54])[C@@H:24]([NH:46]C(OC(C)(C)C)=O)[CH2:25][C:26]([CH3:45])([CH3:44])[CH2:27][C:28](N1C2C(=CC=CC=2)CC(NC(C)=O)C1)=[O:29])[CH2:16][CH2:17][CH3:18]>>[CH2:15]([NH:19][C:20](=[O:56])[C@H:21]([CH3:55])[CH2:22][C@H:23]([OH:54])[C@@H:24]([NH2:46])[CH2:25][C:26]([CH3:44])([CH3:45])[CH2:27][C:28]([N:10]1[C:9]2[CH:11]=[CH:12][CH:13]=[CH:14][C:8]=2[O:7][CH2:6][CH:5]1[C:3]([O:2][CH3:1])=[O:4])=[O:29])[CH2:16][CH2:17][CH3:18]. Procedure details: Starting from 78 mg of 5(S)-tert-butoxycarbonylamino-4(S)-hydroxy-2(R),7,7-trimethyl-8-3(R,S)-methoxycarbonyl-3,4-dihydro-2H-1,4-benzoxazin-4-ylcarbonyl]-octanoic acid (N-butyl)amide (Example 80)) in a manner analogous to that described in Example 1): Rf (S)=0.37; FAB-MS: (M+H)+ =492. The reactants are CI, CO, Fc1cc(F)cc(Cc2ccc[nH]c2=S)c1. Product: CSc1ncccc1Cc1cc(F)cc(F)c1. RXN SMILES: [CH3:17][I:18].[CH3:19][OH:20].[F:1][c:2]1[cH:3][c:4]([CH2:5][c:6]2[c:7](=[S:12])[nH:8][cH:9][cH:10][cH:11]2)[cH:13][c:14]([F:16])[cH:15]1>>[F:1][c:2]1[cH:3][c:4]([CH2:5][c:6]2[c:7]([S:12][CH3:17])[n:8][cH:9][cH:10][cH:11]2)[cH:13][c:14]([F:16])[cH:15]1. The reactants are FC1=CC=C(C=O)C=C1 (4-fluorobenzaldehyde), [N+](=O)([O-])C1=CC=C(CP(OCC)(OCC)=O)C=C1 (diethyl p-nitrobenzylphosphonate), [Na] (sodium), precipitate. Solvent: C(C)O (ethanol), C(C)O (ethanol), C(C)O (ethanol). Conditions: time 5 minute. Yields the product FC1=CC=C(C=C1)C=CC1=CC=C(C=C1)[N+](=O)[O-] (4-Fluoro-4'-Nitrostilbene). RXN SMILES: [N+:1]([C:4]1[CH:18]=[CH:17][C:7]([CH2:8]P(=O)(OCC)OCC)=[CH:6][CH:5]=1)([O-:3])=[O:2].[Na].[F:20][C:21]1[CH:28]=[CH:27][C:24]([CH:25]=O)=[CH:23][CH:22]=1>C(O)C>[F:20][C:21]1[CH:28]=[CH:27][C:24]([CH:25]=[CH:8][C:7]2[CH:6]=[CH:5][C:4]([N+:1]([O-:3])=[O:2])=[CH:18][CH:17]=2)=[CH:23][CH:22]=1 |^1:18|. Procedure: A solution of diethyl p-nitrobenzylphosphonate (2.73 g) in ethanol (10 mL) was added to a solution of sodium (0.245 g) in ethanol (20 mL). The resulting mixture was stirred for 5 min, and then a solution of 4-fluorobenzaldehyde (1.24 g) in ethanol (10 mL) was added. The reaction mixture was stirred for 1 h. a yellow precipitate (1.444 g) was isolated. Reactants: CI, O=C(CC(OC)=O)C1CC1. The reagents and catalysts are C(=O)([O-])[O-].[K+].[K+]. Reaction conditions: temperature 25 celsius, time 16 hour. Product: O=C(C(C)C(OC)=O)C1CC1. The yield is 79.0%. Procedure: To a 500 ml round bottomed flask equipped with a magnetic stir bar under N2 atmosphere was
charged methyl 3-cyclopropyl-3-oxopropanoate 1 (39.2 g, 276 mmol), MeI (17.2 ml, 276 mmol)
and K2CO3 (57.2 g, 414 mmol). The mixture was agitated at 25 °C for 16 h. The reaction mixture
was diluted with Et2O (100 ml) and filtered. The solids were rinsed with Et2O (100 ml) and the
filtrate was concentrated to a crude oil. The crude oil was purified by normal phase column
chromatography to give methyl 3-cycl... Starting materials: [OH-].[Li+] (lithium hydroxide), FC=1C(=NC=CC1)COC=1C=2N(C=C(C1)C)C(=C(N2)C)C(=O)OCC (Ethyl 8-[(3-fluoropyridin-2-yl)methoxy]-2,6-dimethylimidazo[1,2-a]pyridine-3-carboxylate), Cl (hydrochloric acid). The solvent is C1CCOC1.CO (THF methanol), C1CCOC1.CO (THF methanol). Conditions: temperature 40 celsius, time 2.5 hour. The product is Cl.FC=1C(=NC=CC1)COC=1C=2N(C=C(C1)C)C(=C(N2)C)C(=O)O (8-[(3-Fluoropyridin-2-yl)methoxy]-2,6-dimethylimidazo[1,2-a]pyridine-3-carboxylic acid hydrochloride). Reaction SMILES: [F:1][C:2]1[C:3]([CH2:8][O:9][C:10]2[C:11]3[N:12]([C:17]([C:21]([O:23]CC)=[O:22])=[C:18]([CH3:20])[N:19]=3)[CH:13]=[C:14]([CH3:16])[CH:15]=2)=[N:4][CH:5]=[CH:6][CH:7]=1.[OH-].[Li+].[ClH:28]>C1COCC1.CO>[ClH:28].[F:1][C:2]1[C:3]([CH2:8][O:9][C:10]2[C:11]3[N:12]([C:17]([C:21]([OH:23])=[O:22])=[C:18]([CH3:20])[N:19]=3)[CH:13]=[C:14]([CH3:16])[CH:15]=2)=[N:4][CH:5]=[CH:6][CH:7]=1 |f:1.2,4.5,6.7|. Reported procedure: 24.06 g (70.1 mmol) of ethyl 8-[(3-fluoropyridin-2-yl)methoxy]-2,6-dimethylimidazo[1,2-a]pyridine-3-carboxylate from Example 120A were initially charged in 1.5 l of THF/methanol (5:1), 350.4 ml (350.4 mmol) of 1 N aqueous lithium hydroxide solution were added and the reaction mixture was stirred at 40° C. for 2.5 h. After cooling, the pH was adjusted to about 4 using 1 N aqueous hydrochloric acid and the solution was freed from THF/methanol under reduced pressure. The residue was cooled and the ...